From a dataset of the Open Reaction Database (ORD), a public repository of structured organic reaction records. describe an organic reaction: reactants, conditions, products, and yield Reactants: CC1=C(N)C=CC(=C1)F (2-methyl-4-fluoroaniline), CC1=CC(=NC(=N1)N1C(C2=C(CC1)C=CS2)C)Cl (6-methyl-2-(7-methyl-4,5,6,7-tetrahydrothieno[2,3-c]pyridin-6-yl)-4-chloropyrimidine). Run in CN(C=O)C (dimethylformamide). The product is Cl.CC1=CC(=NC(=N1)N1C(C2=C(CC1)C=CS2)C)NC2=C(C=C(C=C2)F)C (6-Methyl-4-(2-methyl-4-fluorophenylamino)-2-(7-methyl-4,5,6,7-tetrahydrothieno[2,3-c]pyridin-6-yl)pyrimidine hydrochloride). Yield: 48.0%. As a reaction SMILES: [CH3:1][C:2]1[CH:8]=[C:7]([F:9])[CH:6]=[CH:5][C:3]=1[NH2:4].[CH3:10][C:11]1[N:16]=[C:15]([N:17]2[CH2:22][CH2:21][C:20]3[CH:23]=[CH:24][S:25][C:19]=3[CH:18]2[CH3:26])[N:14]=[C:13]([Cl:27])[CH:12]=1>CN(C)C=O>[ClH:27].[CH3:10][C:11]1[N:16]=[C:15]([N:17]2[CH2:22][CH2:21][C:20]3[CH:23]=[CH:24][S:25][C:19]=3[CH:18]2[CH3:26])[N:14]=[C:13]([NH:4][C:3]2[CH:5]=[CH:6][C:7]([F:9])=[CH:8][C:2]=2[CH3:1])[CH:12]=1 |f:3.4|. Procedure details: After 2-methyl-4-fluoroaniline(0.38 ml, 3.42 mmol) was added to a mixture solution of 6-methyl-2-(7-methyl-4,5,6,7-tetrahydrothieno[2,3-c]pyridin-6-yl)-4-chloropyrimidine (0.5 g, 1.8 mmol) and dimethylformamide(10 ml), 0.35 g of the titled compound was obtained in accordance with the same procedure as in Step 4 of Example 57. Starting materials: C(#N)C(C(=O)N)=C(C1=CC=C(C=C1)C)SC (2-cyano-3-methylthio-3-(4-tolyl)acrylamide), Cl.[N+](=O)([O-])C=1C=C(C=CC1)NN (3-nitrophenylhydrazine hydrochloride), [OH-].[Na+] (sodium hydroxide), C(#N)C(C(=O)N)=C(C1=CC=C(C=C1)C)SC (2-cyano-3-methylthio-3-(4-tolyl)acrylamide). The product is NC1=C(C(=NN1C1=CC(=CC=C1)[N+](=O)[O-])C1=CC=C(C=C1)C)C(=O)N (5-Amino-1-(3-nitrophenyl)-3-(4-tolyl)pyrazole-4-carboxamide). Isolated yield 7.4%. As a reaction SMILES: [C:1]([C:3](=[C:7](SC)[C:8]1[CH:13]=[CH:12][C:11]([CH3:14])=[CH:10][CH:9]=1)[C:4]([NH2:6])=[O:5])#[N:2].Cl.[N+:18]([C:21]1[CH:22]=[C:23]([NH:27][NH2:28])[CH:24]=[CH:25][CH:26]=1)([O-:20])=[O:19].[OH-].[Na+]>>[NH2:2][C:1]1[N:27]([C:23]2[CH:24]=[CH:25][CH:26]=[C:21]([N+:18]([O-:20])=[O:19])[CH:22]=2)[N:28]=[C:7]([C:8]2[CH:13]=[CH:12][C:11]([CH3:14])=[CH:10][CH:9]=2)[C:3]=1[C:4]([NH2:6])=[O:5] |f:1.2,3.4|. Procedure details: The title compound was prepared from 2-cyano-3-methylthio-3-(4-tolyl)acrylamide (464 mg, 2.0 mmol), 3-nitrophenylhydrazine hydrochloride (417 mg, 2.2 mmol) and sodium hydroxide (88 mg, 2.2 mmol) following the procedure used for the compound of Example 12. The crude product was purified by column chromatography (SiO2, 50% ethyl acetate in hexane) and recrystallisation from ethyl acetate to give the title compound as white crystals (50 mg) m.p. 237-238°. δH (d6DMSO) 8.42 (1H, s), 8.21 (1H, d, J 7.... The reactants are CCOC(Cc1ccc(OCc2nc(-c3ccccc3)oc2C)cc1OC)C(=O)OC, [Li+], [OH-]. The product is CCOC(Cc1ccc(OCc2nc(-c3ccccc3)oc2C)cc1OC)C(=O)O. RXN SMILES: [CH3:1][O:2][C:3]([CH:4]([CH2:5][c:6]1[c:7]([O:26][CH3:27])[cH:8][c:9]([O:12][CH2:13][c:14]2[n:15][c:16](-[c:20]3[cH:21][cH:22][cH:23][cH:24][cH:25]3)[o:17][c:18]2[CH3:19])[cH:10][cH:11]1)[O:28][CH2:29][CH3:30])=[O:31].[Li+:33].[OH-:32]>>[O:2]=[C:3]([CH:4]([CH2:5][c:6]1[c:7]([O:26][CH3:27])[cH:8][c:9]([O:12][CH2:13][c:14]2[n:15][c:16](-[c:20]3[cH:21][cH:22][cH:23][cH:24][cH:25]3)[o:17][c:18]2[CH3:19])[cH:10][cH:11]1)[O:28][CH2:29][CH3:30])[OH:31]. Starting materials: O=C(O)c1ccc(-c2cc(Cl)cc(Cl)c2)o1, N#CCc1cccc(N)c1. Yields the product N#CCc1cccc(NC(=O)c2ccc(-c3cc(Cl)cc(Cl)c3)o2)c1. Reaction SMILES: [Cl:1][c:2]1[cH:3][c:4](-[c:9]2[cH:10][cH:11][c:12]([C:14](=[O:15])[OH:16])[o:13]2)[cH:5][c:6]([Cl:8])[cH:7]1.[NH2:17][c:18]1[cH:19][c:20]([CH2:24][C:25]#[N:26])[cH:21][cH:22][cH:23]1>>[Cl:1][c:2]1[cH:3][c:4](-[c:9]2[cH:10][cH:11][c:12]([C:14](=[O:16])[NH:17][c:18]3[cH:19][c:20]([CH2:24][C:25]#[N:26])[cH:21][cH:22][cH:23]3)[o:13]2)[cH:5][c:6]([Cl:8])[cH:7]1.